describe an organic reaction: reactants, conditions, products, and yield From a dataset of the Open Reaction Database (ORD), a public repository of structured organic reaction records. Starting materials: COc1ccc(-c2cc3ccccc3s2)cc1, O=C(O)c1ccc(Cl)nc1, ClCCl. Yields the product COc1ccc(-c2sc3ccccc3c2C(=O)c2ccc(Cl)nc2)cc1. RXN SMILES: [CH3:11][O:12][c:13]1[cH:14][cH:15][c:16](-[c:19]2[cH:20][c:21]3[c:22]([s:23]2)[cH:24][cH:25][cH:26][cH:27]3)[cH:17][cH:18]1.[Cl:1][c:2]1[n:3][cH:4][c:5]([C:6](=[O:7])[OH:8])[cH:9][cH:10]1.[Cl:28][CH2:29][Cl:30]>>[Cl:1][c:2]1[n:3][cH:4][c:5]([C:6](=[O:8])[c:20]2[c:19](-[c:16]3[cH:15][cH:14][c:13]([O:12][CH3:11])[cH:18][cH:17]3)[s:23][c:22]3[c:21]2[cH:27][cH:26][cH:25][cH:24]3)[cH:9][cH:10]1. The reactants are Cl.C(#C)C=1C=C(CN)C=C(C1NS(=O)(=O)C)F (3-ethynyl-5-fluoro-4-methansulfonylaminobenzylamine hydrochloride), CC1=NC(=CC=C1C=CC(=O)O)C(F)(F)F (3-(2-methyl-6-trifluoromethylpyridin-3-yl)acrylic acid), O.[Cl-].COC1=NC(=NC(=N1)OC)[N+]1(CCOCC1)C (4-(4,6-dimethoxy[1,3,5]triazin-2-yl)-4-methylmorpholinium chloride hydrate), CN1CCOCC1 (N-methylmorpholine). Run in C1CCOC1 (THF). Conditions: time 5 minute. The product is C(#C)C=1C=C(CNC(C=CC=2C(=NC(=CC2)C(F)(F)F)C)=O)C=C(C1NS(=O)(=O)C)F (N-(3-ethynyl-5-fluoro-4-methanesulfonylaminobenzyl)-3-(2-methyl-6-trifluoromethylpyridin-3-yl)acrylamide). Isolated yield 75.2%. Reaction SMILES: Cl.[C:2]([C:4]1[CH:5]=[C:6]([CH:9]=[C:10]([F:17])[C:11]=1[NH:12][S:13]([CH3:16])(=[O:15])=[O:14])[CH2:7][NH2:8])#[CH:3].CN1CCOCC1.[CH3:25][C:26]1[C:31]([CH:32]=[CH:33][C:34](O)=[O:35])=[CH:30][CH:29]=[C:28]([C:37]([F:40])([F:39])[F:38])[N:27]=1.O.[Cl-].COC1N=C(OC)N=C([N+]2(C)CCOCC2)N=1>C1COCC1>[C:2]([C:4]1[CH:5]=[C:6]([CH:9]=[C:10]([F:17])[C:11]=1[NH:12][S:13]([CH3:16])(=[O:15])=[O:14])[CH2:7][NH:8][C:34](=[O:35])[CH:33]=[CH:32][C:31]1[C:26]([CH3:25])=[N:27][C:28]([C:37]([F:38])([F:39])[F:40])=[CH:29][CH:30]=1)#[CH:3] |f:0.1,4.5.6|. Reported procedure: To a suspension of 3-ethynyl-5-fluoro-4-methansulfonylaminobenzylamine hydrochloride (73 mg, 0.26 mmol) in THF (5 mL) was added N-methylmorpholine (43 μL, 0.39 mmol). After stirring for 5 minutes, 3-(2-methyl-6-trifluoromethylpyridin-3-yl)acrylic acid (60 mg, 0.26 mmol) and 4-(4,6-dimethoxy[1,3,5]triazin-2-yl)-4-methylmorpholinium chloride hydrate (DMTMM, 73 mg, 0.26 mmol) were added. The mixture was stirred at room temperature overnight, concentrated under reduced pressure, and diluted with EtO... Reagents/catalysts: [C].[Pd] (palladium carbon). Reported procedure: 4-Nitrobenzyl 7-[2-(2-formamidothiazol-4-yl)-2-pentyloxyiminoacetamido]-3-cephem-4-carboxylate (syn isomer, 8 g.), 10% palladium carbon (3.6 g.), methanol (36 ml.), tetrahydrofuran (90 ml.), acetic acid (0.63 g.) and water (6.3 ml.) were treated in a similar manner to that of Example 15-(2) to give 7-[2-(2-formamidothiazol-4-yl)-2-pentyloxyiminoacetamido]-3-cephem-4-carboxylic acid (syn isomer, 3.4 g.). The product is C(=O)NC=1SC=C(N1)C(C(=O)NC1[C@@H]2N(C(=CCS2)C(=O)O)C1=O)=NOCCCCC (7-[2-(2-formamidothiazol-4-yl)-2-pentyloxyiminoacetamido]-3-cephem-4-carboxylic acid). Starting materials: C(=O)NC=1SC=C(N1)C(C(=O)NC1[C@@H]2N(C(=CCS2)C(=O)OCC2=CC=C(C=C2)[N+](=O)[O-])C1=O)=NOCCCCC (4-Nitrobenzyl 7-[2-(2-formamidothiazol-4-yl)-2-pentyloxyiminoacetamido]-3-cephem-4-carboxylate), CO (methanol), O1CCCC1 (tetrahydrofuran), C(C)(=O)O (acetic acid). Isolated yield 54.8%. RXN SMILES: [CH:1]([NH:3][C:4]1[S:5][CH:6]=[C:7]([C:9](=[N:35][O:36][CH2:37][CH2:38][CH2:39][CH2:40][CH3:41])[C:10]([NH:12][CH:13]2[C:33](=[O:34])[N:15]3[C:16]([C:20]([O:22]CC4C=CC([N+]([O-])=O)=CC=4)=[O:21])=[CH:17][CH2:18][S:19][C@H:14]23)=[O:11])[N:8]=1)=[O:2].CO.O1CCCC1.C(O)(=O)C>[C].[Pd].O>[CH:1]([NH:3][C:4]1[S:5][CH:6]=[C:7]([C:9](=[N:35][O:36][CH2:37][CH2:38][CH2:39][CH2:40][CH3:41])[C:10]([NH:12][CH:13]2[C:33](=[O:34])[N:15]3[C:16]([C:20]([OH:22])=[O:21])=[CH:17][CH2:18][S:19][C@H:14]23)=[O:11])[N:8]=1)=[O:2] |f:4.5|. Solvent: O (water). Reactants: Cc1ccccc1, Cn1c(CO)nnc1Cc1c(F)cccc1F, N#C[Na], O. Yields the product Cn1c(Cc2c(F)cccc2F)nnc1C(N)=O. RXN SMILES: [CH3:22][c:23]1[cH:24][cH:25][cH:26][cH:27][cH:28]1.[F:1][c:2]1[c:3]([CH2:4][c:5]2[n:6]([CH3:12])[c:7]([CH2:10][OH:11])[n:8][n:9]2)[c:13]([F:17])[cH:14][cH:15][cH:16]1.[Na:19][C:20]#[N:21].[OH2:18]>>[F:1][c:2]1[c:3]([CH2:4][c:5]2[n:6]([CH3:12])[c:7]([C:10](=[O:11])[NH2:21])[n:8][n:9]2)[c:13]([F:17])[cH:14][cH:15][cH:16]1.